Task: describe an organic reaction: reactants, conditions, products, and yield. Dataset: the Open Reaction Database (ORD), a public repository of structured organic reaction records The reactants are CCOc1cc(S(=O)(=O)N2CCCC2)ccc1C1=NC(C)(c2ccc(Cl)cc2)C(C)(c2ccc(Cl)cc2)N1C(=O)Cl, Cl, Cl, NC(=O)CN1CCNCC1. The product is CCOc1cc(S(=O)(=O)N2CCCC2)ccc1C1=NC(C)(c2ccc(Cl)cc2)C(C)(c2ccc(Cl)cc2)N1C(=O)N1CCN(CC(N)=O)CC1. Reaction SMILES: [Cl:1][c:2]1[cH:3][cH:4][c:5]([C:8]2([CH3:41])[N:9]=[C:10]([c:24]3[c:25]([O:38][CH2:39][CH3:40])[cH:26][c:27]([S:30](=[O:31])(=[O:32])[N:33]4[CH2:34][CH2:35][CH2:36][CH2:37]4)[cH:28][cH:29]3)[N:11]([C:21](=[O:22])[Cl:23])[C:12]2([CH3:13])[c:14]2[cH:15][cH:16][c:17]([Cl:20])[cH:18][cH:19]2)[cH:6][cH:7]1.[ClH:42].[ClH:43].[N:44]1([CH2:50][C:51](=[O:52])[NH2:53])[CH2:45][CH2:46][NH:47][CH2:48][CH2:49]1>>[Cl:1][c:2]1[cH:3][cH:4][c:5]([C:8]2([CH3:41])[N:9]=[C:10]([c:24]3[c:25]([O:38][CH2:39][CH3:40])[cH:26][c:27]([S:30](=[O:31])(=[O:32])[N:33]4[CH2:34][CH2:35][CH2:36][CH2:37]4)[cH:28][cH:29]3)[N:11]([C:21](=[O:22])[N:47]3[CH2:46][CH2:45][N:44]([CH2:50][C:51](=[O:52])[NH2:53])[CH2:49][CH2:48]3)[C:12]2([CH3:13])[c:14]2[cH:15][cH:16][c:17]([Cl:20])[cH:18][cH:19]2)[cH:6][cH:7]1. The product is C12C(C3CC(CC(C1)C3)C2)=O (2-adamantanone). Reaction conditions: time 2 hour. As a reaction SMILES: CC1O[C:4]2[CH:10]=[C:9]([OH:11])[CH:8]=[CH:7][C:5]=2N=1.C(N([CH:18]([CH3:20])[CH3:19])C(C)C)C.[CH3:21][Si](Cl)(C)C.C[Si]([N-][Si](C)(C)C)(C)C.[Na+]>O1CCCC1>[CH:10]12[CH2:4][CH:5]3[CH2:19][CH:18]([CH2:20][CH:8]([CH2:7]3)[C:9]1=[O:11])[CH2:21]2 |f:3.4|. Procedure: To a solution of 6.6 g 2-methyl-benzoxazol-6-ol (formula IIb) in 100 ml of dry tetrahydrofuran, cooled to 0°, N-ethyldiisopropylamine and trimethylsilyl chloride are added. The mixture is stirred at room temperature for about 2 hours, cooled to −78°, and sodium bis(trimethylsilyl)amide solution is added in portions. To the mixture obtained solid 2-adamantanone (formula VI) is added and the mixture is kept at −78° for about one hour. The reaction mixture is allowed to warm up to room temperature ... Starting materials: C[Si](C)(C)[N-][Si](C)(C)C.[Na+] (sodium bis(trimethylsilyl)amide), C(C)N(C(C)C)C(C)C (N-ethyldiisopropylamine), C[Si](C)(C)Cl (trimethylsilyl chloride), CC=1OC2=C(N1)C=CC(=C2)O (2-methyl-benzoxazol-6-ol). Solvent: O1CCCC1 (tetrahydrofuran). Product: NC1=CC=C(C=N1)C=1N=C(C2=C(N1)C=C(S2)CN2CCN(CC2)C([C@H](C)O)=O)N2CCOCC2 ((S)-1-(4-((2-(6-aminopyridin-3-yl)-4-morpholinothieno[3,2-d]pyrimidin-6-yl)methyl)piperazin-1-yl)-2-hydroxypropan-1-one). Procedure: (S)-1-(4-((2-Chloro-4-morpholinothieno[3,2-d]pyrimidin-6-yl)methyl)piperazin-1-yl)-2-hydroxypropan-1-one (61 mg) was reacted with 50 mg of 5-(4,4,5,5-tetramethyl-1,3,2-dioxaborolan-2-yl)pyridin-2-amine via General Procedure A to give 63.4 mg of 208. MS (Q1) 484.3 (M)+. Yield: 91.5%. RXN SMILES: Cl[C:2]1[N:3]=[C:4]([N:23]2[CH2:28][CH2:27][O:26][CH2:25][CH2:24]2)[C:5]2[S:10][C:9]([CH2:11][N:12]3[CH2:17][CH2:16][N:15]([C:18](=[O:22])[C@@H:19]([OH:21])[CH3:20])[CH2:14][CH2:13]3)=[CH:8][C:6]=2[N:7]=1.CC1(C)C(C)(C)OB([C:37]2[CH:38]=[CH:39][C:40]([NH2:43])=[N:41][CH:42]=2)O1>>[NH2:43][C:40]1[N:41]=[CH:42][C:37]([C:2]2[N:3]=[C:4]([N:23]3[CH2:28][CH2:27][O:26][CH2:25][CH2:24]3)[C:5]3[S:10][C:9]([CH2:11][N:12]4[CH2:17][CH2:16][N:15]([C:18](=[O:22])[C@@H:19]([OH:21])[CH3:20])[CH2:14][CH2:13]4)=[CH:8][C:6]=3[N:7]=2)=[CH:38][CH:39]=1. Starting materials: ClC=1N=C(C2=C(N1)C=C(S2)CN2CCN(CC2)C([C@H](C)O)=O)N2CCOCC2 ((S)-1-(4-((2-Chloro-4-morpholinothieno[3,2-d]pyrimidin-6-yl)methyl)piperazin-1-yl)-2-hydroxypropan-1-one), CC1(OB(OC1(C)C)C=1C=CC(=NC1)N)C (5-(4,4,5,5-tetramethyl-1,3,2-dioxaborolan-2-yl)pyridin-2-amine). The reactants are NC=1C=CC=C2C=CC(=CC12)C(=O)OC (8-Amino-2-naphthoic acid, methyl ester), N(=O)[O-].[Na+] (NaNO2), CuBr, Br (HBr). Run in O (H2O), C(C)(=O)O (acetic acid), OS(=O)(=O)O (H2SO4), C(C)(=O)O (acetic acid), OS(=O)(=O)O (H2SO4). Conditions: temperature 10 celsius. The product is BrC=1C=CC=C2C=CC(=CC12)C(=O)OC (8-bromo-2-naphthoic acid, methyl ester). Yield: 83.0%. RXN SMILES: N([O-])=O.[Na+].N[C:6]1[CH:7]=[CH:8][CH:9]=[C:10]2[C:15]=1[CH:14]=[C:13]([C:16]([O:18][CH3:19])=[O:17])[CH:12]=[CH:11]2.[BrH:20]>OS(O)(=O)=O.C(O)(=O)C.O>[Br:20][C:6]1[CH:7]=[CH:8][CH:9]=[C:10]2[C:15]=1[CH:14]=[C:13]([C:16]([O:18][CH3:19])=[O:17])[CH:12]=[CH:11]2 |f:0.1|. Procedure details: To a cooled (10° C.) stirred solution of NaNO2 (2.18 g, 31.5 mmol) in concentrated H2SO4 (28.3 mL) and glacial acetic acid (26.1 mL) (prepared by adding NaNO2 to cooled [10° C.] H2SO4, heating to dissolve, re-cooling and adding HOAc) was added a solution of 8-amino-2-naphthoic, methyl ester (VII) (5.72 g, 26.36 mmoles) in glacial acetic acid (88.7 mL) over 10 minutes. The resulting solution was then added slowly (over 10 minutes) to a heated (60° C.), stirred solution of CuBr (16.59 g, 43.31 mmo... The reactants are O=C([O-])O, CC(=O)Cl, ClC(Cl)Cl, c1ccc2c(c1)CC1(CCNCC1)O2, [Na+]. The product is CC(=O)N1CCC2(CC1)Cc1ccccc1O2. Reaction SMILES: [C:19](=[O:20])([OH:21])[O-:22].[CH3:1][C:2]([Cl:3])=[O:4].[CH:24]([Cl:25])([Cl:26])[Cl:27].[NH:5]1[CH2:6][CH2:7][C:8]2([O:9][c:10]3[c:11]([cH:13][cH:14][cH:15][cH:16]3)[CH2:12]2)[CH2:17][CH2:18]1.[Na+:23]>>[CH3:1][C:2](=[O:4])[N:5]1[CH2:6][CH2:7][C:8]2([O:9][c:10]3[c:11]([cH:13][cH:14][cH:15][cH:16]3)[CH2:12]2)[CH2:17][CH2:18]1.